This data is from the Open Reaction Database (ORD), a public repository of structured organic reaction records. The task is: describe an organic reaction: reactants, conditions, products, and yield Starting materials: CCOC(=O)c1ncn(-c2cc(-n3ccnc3)ccc2[N+](=O)[O-])c1C, CCO. The product is CCOC(=O)c1ncn(-c2cc(-n3ccnc3)ccc2N)c1C. Reaction SMILES: [CH2:1]([CH3:2])[O:3][C:4](=[O:5])[c:6]1[n:7][cH:8][n:9](-[c:12]2[c:13]([N+:23]([O-:24])=[O:25])[cH:14][cH:15][c:16](-[n:18]3[cH:19][n:20][cH:21][cH:22]3)[cH:17]2)[c:10]1[CH3:11].[CH3:26][CH2:27][OH:28]>>[CH2:1]([CH3:2])[O:3][C:4](=[O:5])[c:6]1[n:7][cH:8][n:9](-[c:12]2[c:13]([NH2:23])[cH:14][cH:15][c:16](-[n:18]3[cH:19][n:20][cH:21][cH:22]3)[cH:17]2)[c:10]1[CH3:11].